From a dataset of the Open Reaction Database (ORD), a public repository of structured organic reaction records. describe an organic reaction: reactants, conditions, products, and yield The product is CCOC(=O)CCc1ccc(Oc2ccc(C=Cc3ccc(C(F)(F)F)cc3)cn2)c(OC)c1. The reactants are CCOC(=O)CCc1ccc(Oc2ccc(Br)cn2)c(OC)c1, CN(C)CC(=O)O, CC(=O)[O-], CCOC(C)=O, CN1CCCC1=O, Cl, C=Cc1ccc(C(F)(F)F)cc1, [Na+]. As a reaction SMILES: [Br:1][c:2]1[cH:3][cH:4][c:5]([O:8][c:9]2[c:10]([O:22][CH3:23])[cH:11][c:12]([CH2:15][CH2:16][C:17](=[O:18])[O:19][CH2:20][CH3:21])[cH:13][cH:14]2)[n:6][cH:7]1.[CH3:37][N:38]([CH3:39])[CH2:40][C:41]([OH:42])=[O:43].[CH3:45][C:46](=[O:47])[O-:48].[CH3:49][CH2:50][O:51][C:52](=[O:53])[CH3:54].[CH3:55][N:56]1[CH2:57][CH2:58][CH2:59][C:60]1=[O:61].[ClH:36].[F:24][C:25]([c:26]1[cH:27][cH:28][c:29]([CH:30]=[CH2:31])[cH:32][cH:33]1)([F:34])[F:35].[Na+:44]>>[c:2]1([CH:31]=[CH:30][c:29]2[cH:28][cH:27][c:26]([C:25]([F:24])([F:34])[F:35])[cH:33][cH:32]2)[cH:3][cH:4][c:5]([O:8][c:9]2[c:10]([O:22][CH3:23])[cH:11][c:12]([CH2:15][CH2:16][C:17](=[O:18])[O:19][CH2:20][CH3:21])[cH:13][cH:14]2)[n:6][cH:7]1. The reactants are C, CCOC(C)=O, [H][H], COc1ccc(C=CC2CCC(O)CC2)cc1, [Pd]. Yields the product COc1ccc(CCC2CCC(O)CC2)cc1. RXN SMILES: [C:20].[CH3:22][CH2:23][O:24][C:25](=[O:26])[CH3:27].[H:18][H:19].[OH:1][CH:2]1[CH2:3][CH2:4][CH:5]([CH:8]=[CH:9][c:10]2[cH:11][cH:12][c:13]([O:16][CH3:17])[cH:14][cH:15]2)[CH2:6][CH2:7]1.[Pd:21]>>[OH:1][CH:2]1[CH2:3][CH2:4][CH:5]([CH2:8][CH2:9][c:10]2[cH:11][cH:12][c:13]([O:16][CH3:17])[cH:14][cH:15]2)[CH2:6][CH2:7]1. Reaction SMILES: [Cl:1][C:2]1[CH:3]=[C:4]([NH:8][C:9]2[C:13]([C:14]#[N:15])=[C:12]([N:16]=[CH:17][N:18](C)C)[NH:11][N:10]=2)[CH:5]=[CH:6][CH:7]=1.[CH2:21](N)[C:22]1[CH:27]=[CH:26][CH:25]=[CH:24][CH:23]=1>>[CH2:21]([NH:15][C:14]1[N:18]=[CH:17][N:16]=[C:12]2[NH:11][N:10]=[C:9]([NH:8][C:4]3[CH:5]=[CH:6][CH:7]=[C:2]([Cl:1])[CH:3]=3)[C:13]=12)[C:22]1[CH:27]=[CH:26][CH:25]=[CH:24][CH:23]=1. Run at temperature 120 celsius, time 3 hour. Starting materials: ClC=1C=C(C=CC1)NC1=NNC(=C1C#N)N=CN(C)C (3-(3-chloro-phenylamino)-4-cyano-5-(dimethylamino-methyleneamino)-pyrazole), C(C1=CC=CC=C1)N (benzylamine). Procedure details: Under a nitrogen atmosphere, a mixture of 1 g (3.46 mmol) of 3-(3-chloro-phenylamino)-4-cyano-5-(dimethylamino-methyleneamino)-pyrazole and 10 ml of benzylamine is stirred for 3 hours at 120° C. and then concentrated by evaporation under a HV. The crystalline residue is digested in 10 ml of acetonitrile, cooled to 0° C. and filtered and the filter residue is recrystallized from 35 ml of acetonitrile, yielding the title compound; m.p. 216-218° C. The product is C(C1=CC=CC=C1)NC1=C2C(=NC=N1)NN=C2NC2=CC(=CC=C2)Cl (4-Benzylamino-3-(3-chloro-phenylamino)-1H-pyrazolo[3,4-d]pyrimidine). Reactants: [NH4+].[Cl-] (NH4Cl), BrC1=C(N=C(N1)Br)Br (tribromoimidazole), C[Si](CCOCCl)(C)C (2-(trimethylsilyl) ethoxy methyl chloride), [H-].[Na+] (NaH). Run in C1CCOC1 (THF). Reaction conditions: time 20 minute. Product: BrC=1N(C(=C(N1)Br)Br)COCC[Si](C)(C)C (2,4,5-tribromo 1-[(2-(trimethylsilyl) ethoxy) methyl]1H-imidazole). RXN SMILES: [Br:1][C:2]1[NH:6][C:5]([Br:7])=[N:4][C:3]=1[Br:8].[H-].[Na+].[CH3:11][Si:12]([CH3:19])([CH3:18])[CH2:13][CH2:14][O:15][CH2:16]Cl.[NH4+].[Cl-]>C1COCC1>[Br:7][C:5]1[N:4]([CH2:16][O:15][CH2:14][CH2:13][Si:12]([CH3:19])([CH3:18])[CH3:11])[C:3]([Br:8])=[C:2]([Br:1])[N:6]=1 |f:1.2,4.5|. Reported procedure: 3.04 g of tribromoimidazole is dissolved in 20 cm3 of anhydrous THF. 550 mg of NaH at 50% in oil is added in small portions. After 20 minutes at ambient temperature, 1.95 ml of 2-(trimethylsilyl) ethoxy methyl chloride is added. After 30 minutes at ambient temperature, the reaction medium is hydrolyzed with a saturated solution of NH4Cl, followed by extraction with AcOEt, drying and evaporating to dryness. Chromatography is carried out on silica eluting with cyclohexane/AcOEt (9-1) and 4.2 g of ... Starting materials: CN(C)C=O, CI, C1CCOC1, Cn1cnc(C=NO)n1. Yields the product [I-], Cn1c[n+](C)nc1C=NO. Reaction SMILES: [CH3:12][N:13]([CH3:14])[CH:15]=[O:16].[I:10][CH3:11].[O:17]1[CH2:18][CH2:19][CH2:20][CH2:21]1.[OH:1][N:2]=[CH:3][c:4]1[n:5][n:6]([CH3:9])[cH:7][n:8]1>>[I-:10].[OH:1][N:2]=[CH:3][c:4]1[n:5][n+:6]([CH3:9])[cH:7][n:8]1[CH3:11]. Reactants: COc1cccc2c1Sc1ccccc1CC2=O, Cl, N#N, O, c1ccncc1. Yields the product O=C1Cc2ccccc2Sc2c(O)cccc21. RXN SMILES: [CH3:1][O:2][c:3]1[cH:4][cH:5][cH:6][c:7]2[c:13]1[S:12][c:11]1[c:10]([cH:17][cH:16][cH:15][cH:14]1)[CH2:9][C:8]2=[O:18].[ClH:19].[N:26]#[N:27].[OH2:28].[n:20]1[cH:21][cH:22][cH:23][cH:24][cH:25]1>>[OH:2][c:3]1[cH:4][cH:5][cH:6][c:7]2[c:13]1[S:12][c:11]1[c:10]([cH:17][cH:16][cH:15][cH:14]1)[CH2:9][C:8]2=[O:18]. Reactants: CC(C)(C)OC(=O)N1CCC(Oc2ccc(C3CCN(C(=O)OCc4ccccc4)CC3O)cc2)C1, COCCCN1C(=O)COc2ccc(CCl)cc21. The product is COCCCN1C(=O)COc2ccc(COC3CN(C(=O)OCc4ccccc4)CCC3c3ccc(OC4CCN(C(=O)OC(C)(C)C)C4)cc3)cc21. RXN SMILES: [C:1]([CH3:2])([CH3:3])([CH3:4])[O:5][C:6](=[O:7])[N:8]1[CH2:9][CH:10]([O:13][c:14]2[cH:15][cH:16][c:17]([CH:20]3[CH:21]([OH:36])[CH2:22][N:23]([C:26](=[O:27])[O:28][CH2:29][c:30]4[cH:31][cH:32][cH:33][cH:34][cH:35]4)[CH2:24][CH2:25]3)[cH:18][cH:19]2)[CH2:11][CH2:12]1.[Cl:37][CH2:38][c:39]1[cH:40][cH:41][c:42]2[c:43]([cH:54]1)[N:44]([CH2:49][CH2:50][CH2:51][O:52][CH3:53])[C:45](=[O:48])[CH2:46][O:47]2>>[C:1]([CH3:2])([CH3:3])([CH3:4])[O:5][C:6](=[O:7])[N:8]1[CH2:9][CH:10]([O:13][c:14]2[cH:15][cH:16][c:17]([CH:20]3[CH:21]([O:36][CH2:38][c:39]4[cH:40][cH:41][c:42]5[c:43]([cH:54]4)[N:44]([CH2:49][CH2:50][CH2:51][O:52][CH3:53])[C:45](=[O:48])[CH2:46][O:47]5)[CH2:22][N:23]([C:26](=[O:27])[O:28][CH2:29][c:30]4[cH:31][cH:32][cH:33][cH:34][cH:35]4)[CH2:24][CH2:25]3)[cH:18][cH:19]2)[CH2:11][CH2:12]1. Reactants: N#Cc1cc(Br)ccc1F, COc1ccc(CNc2ncnc3c2CNCC3)cn1, CC#N, CCN(C(C)C)C(C)C. The product is COc1ccc(CNc2ncnc3c2CN(c2ccc(Br)cc2C#N)CC3)cn1. As a reaction SMILES: [Br:21][c:22]1[cH:23][cH:24][c:25]([F:30])[c:26]([C:27]#[N:28])[cH:29]1.[CH3:1][O:2][c:3]1[cH:4][cH:5][c:6]([CH2:9][NH:10][c:11]2[c:12]3[c:13]([n:14][cH:15][n:16]2)[CH2:17][CH2:18][NH:19][CH2:20]3)[cH:7][n:8]1.[CH3:40][C:41]#[N:42].[CH:31]([N:32]([CH2:33][CH3:34])[CH:35]([CH3:36])[CH3:37])([CH3:38])[CH3:39]>>[CH3:1][O:2][c:3]1[cH:4][cH:5][c:6]([CH2:9][NH:10][c:11]2[c:12]3[c:13]([n:14][cH:15][n:16]2)[CH2:17][CH2:18][N:19]([c:25]2[cH:24][cH:23][c:22]([Br:21])[cH:29][c:26]2[C:27]#[N:28])[CH2:20]3)[cH:7][n:8]1. Reactants: Cl (hydrochloric acid), crude product, C(C)OC(C(C(=O)OCC)C=1C(N(C=CC1)C1=C(C=C(C=C1)[N+](=O)[O-])COC)=O)=O (diethyl-{1-[2-(methoxymethyl)-4-nitrophenyl]-2-oxo-1,2-dihydropyridin-3-yl}malonate), [OH-].[Na+] (sodium hydroxide). The solvent is O1CCOCC1 (dioxane). Conditions: time 1.5 hour. Yields the product COCC1=C(C=CC(=C1)[N+](=O)[O-])N1C(C(=CC=C1)CC(=O)O)=O ({1-[2-(methoxymethyl)-4-nitrophenyl]-2-oxo-1,2-dihydropyridin-3-yl}acetic acid). RXN SMILES: C([O:3][C:4](=[O:30])[CH:5]([C:11]1[C:12](=[O:29])[N:13]([C:17]2[CH:22]=[CH:21][C:20]([N+:23]([O-:25])=[O:24])=[CH:19][C:18]=2[CH2:26][O:27][CH3:28])[CH:14]=[CH:15][CH:16]=1)C(OCC)=O)C.[OH-].[Na+].Cl>O1CCOCC1>[CH3:28][O:27][CH2:26][C:18]1[CH:19]=[C:20]([N+:23]([O-:25])=[O:24])[CH:21]=[CH:22][C:17]=1[N:13]1[CH:14]=[CH:15][CH:16]=[C:11]([CH2:5][C:4]([OH:30])=[O:3])[C:12]1=[O:29] |f:1.2|. Reported procedure: 115 g (maximum 147 mmol) of the crude product of diethyl-{1-[2-(methoxymethyl)-4-nitrophenyl]-2-oxo-1,2-dihydropyridin-3-yl}malonate were introduced as initial charge in 470 ml of dioxane at RT, 940 ml of 2N sodium hydroxide solution were added and the reaction mixture was stirred for 1.5 h at RT. By adding 313 ml of concentrated hydrochloric acid, the pH was adjusted to 1 and the mixture was then stirred for 2 h at 50° C. After cooling to RT, extraction was carried out three times with in each ...